describe an organic reaction: reactants, conditions, products, and yield From a dataset of the Open Reaction Database (ORD), a public repository of structured organic reaction records. Starting materials: ClCCl, OCc1ccc(OC2C=CCCC2)cc1. Yields the product O=Cc1ccc(OC2C=CCCC2)cc1. Reaction SMILES: [CH2:16]([Cl:17])[Cl:18].[CH:1]1([O:7][c:8]2[cH:9][cH:10][c:11]([CH2:12][OH:13])[cH:14][cH:15]2)[CH:2]=[CH:3][CH2:4][CH2:5][CH2:6]1>>[CH:1]1([O:7][c:8]2[cH:9][cH:10][c:11]([CH:12]=[O:13])[cH:14][cH:15]2)[CH:2]=[CH:3][CH2:4][CH2:5][CH2:6]1. Reactants: COC(C1(OC2=C(C(=C(C(=C2C=C1)C)O)C)C)C)OC (2-(dimethoxymethyl)-6-hydroxy-2,5,7,8-tetramethyl-chrom-3-ene), C (charcoal). Reagents/catalysts: supported catalyst, [Pd] (Pd). Solvent: CO (methanol). The product is COC(C1(OC2=C(C(=C(C(=C2CC1)C)O)C)C)C)OC (2-(dimethoxymethyl)-6-hydroxy-2,5,7,8-tetramethyl-chroman). The yield is 97.0%. Reaction SMILES: [CH3:1][O:2][CH:3]([O:19][CH3:20])[C:4]1([CH3:18])[CH:13]=[CH:12][C:11]2[C:6](=[C:7]([CH3:17])[C:8]([CH3:16])=[C:9]([OH:15])[C:10]=2[CH3:14])[O:5]1.C>CO.[Pd]>[CH3:20][O:19][CH:3]([O:2][CH3:1])[C:4]1([CH3:18])[CH2:13][CH2:12][C:11]2[C:6](=[C:7]([CH3:17])[C:8]([CH3:16])=[C:9]([OH:15])[C:10]=2[CH3:14])[O:5]1. Procedure: 1.74 g (0.63 mmole) of the chromene obtained in Example 7 were hydrogenated in 30 ml of methanol at room temperature and under atmospheric pressure using 0.15 g of a supported catalyst comprising 10% by weight of Pd on active charcoal, in the course of 16 hours. Conventional working up gave the above compound, in 97% yield, as white crystals of melting point 102°-106° C. Reactants: O=C([O-])[O-], COC(C)(C)C, CS(C)=O, Oc1cnc(OCC(F)(F)C(F)F)c(Cl)c1, CC(C)(C)OC(=O)c1cc(Cl)c(F)cc1F, [K+], [K+]. Yields the product CC(C)(C)OC(=O)c1cc(Cl)c(Oc2cnc(OCC(F)(F)C(F)F)c(Cl)c2)cc1F. Reaction SMILES: [C:1](=[O:2])([O-:3])[O-:4].[CH3:39][O:40][C:41]([CH3:42])([CH3:43])[CH3:44].[CH3:45][S:46]([CH3:47])=[O:48].[Cl:23][c:24]1[cH:25][c:26]([OH:38])[cH:27][n:28][c:29]1[O:30][CH2:31][C:32]([CH:33]([F:34])[F:35])([F:36])[F:37].[Cl:7][c:8]1[c:9]([F:22])[cH:10][c:11]([F:21])[c:12]([C:13](=[O:14])[O:15][C:16]([CH3:17])([CH3:18])[CH3:19])[cH:20]1.[K+:5].[K+:6]>>[Cl:7][c:8]1[c:9]([O:38][c:26]2[cH:25][c:24]([Cl:23])[c:29]([O:30][CH2:31][C:32]([CH:33]([F:34])[F:35])([F:36])[F:37])[n:28][cH:27]2)[cH:10][c:11]([F:21])[c:12]([C:13](=[O:14])[O:15][C:16]([CH3:17])([CH3:18])[CH3:19])[cH:20]1. Starting materials: [H][H] (hydrogen), C(C1=CC=CC=C1)OC1=CC=C(C=C1)C(C(=O)OCC)C(=O)OCC (diethyl (4-benzyloxyphenyl)malonate). The reagents and catalysts are [Pd] (palladium/carbon). The solvent is CO (methanol). Yields the product OC1=CC=C(C=C1)C(C(=O)OC)C(=O)OC (dimethyl (4-hydroxyphenyl)malonate). RXN SMILES: [H][H].C([O:10][C:11]1[CH:16]=[CH:15][C:14]([CH:17]([C:23]([O:25][CH2:26]C)=[O:24])[C:18]([O:20][CH2:21]C)=[O:19])=[CH:13][CH:12]=1)C1C=CC=CC=1>CO.[Pd]>[OH:10][C:11]1[CH:16]=[CH:15][C:14]([CH:17]([C:23]([O:25][CH3:26])=[O:24])[C:18]([O:20][CH3:21])=[O:19])=[CH:13][CH:12]=1. Procedure: At room temperature and a hydrogen pressure of 5 bar, 94.3 g of diethyl (4-benzyloxyphenyl)malonate (J. Org. Chem. 46, 3007 (1981)) in 500 ml of methanol were hydrogenated in the presence of 5 g of palladium/carbon catalyst (5%). The catalyst was filtered off and the mixture was concentrated, to give the title product as a colourless oil. Reactants: BrCCCCBr, CC(C)NC(=O)C(F)(F)F, [H-], [Na+], CN(C)C=O, O. Product: CC(C)N(CCCCBr)C(=O)C(F)(F)F. As a reaction SMILES: [Br:13][CH2:14][CH2:15][CH2:16][CH2:17][Br:18].[F:3][C:4]([C:5](=[O:6])[NH:7][CH:8]([CH3:9])[CH3:10])([F:11])[F:12].[H-:1].[Na+:2].[O:20]=[CH:21][N:22]([CH3:23])[CH3:24].[OH2:19]>>[F:3][C:4]([C:5](=[O:6])[N:7]([CH:8]([CH3:9])[CH3:10])[CH2:17][CH2:16][CH2:15][CH2:14][Br:13])([F:11])[F:12]. Reactants: [Cl-].[NH4+] (ammonium chloride), BrC1=CC=C2C=C(NC(C2=C1)=O)C1=C(C=CC=C1)S(=O)(=O)C (7-bromo-3-(2-methylsulfonylphenyl)-2H-isoquinolin-1-one), CNCCNC (N,N′-dimethylethylenediamine), OC[C@H]1CNC(O1)=O ((R)-5-hydroxymethyloxazolidin-2-one), C([O-])([O-])=O.[K+].[K+] (potassium carbonate). The reagents and catalysts are [Cu](I)I (copper iodide). The solvent is O1CCOCC1 (1,4-dioxane). Yields the product OC[C@H]1CN(C(O1)=O)C1=CC=C2C=C(NC(C2=C1)=O)C1=C(C=CC=C1)S(=O)(=O)C (7-((R)-5-hydroxymethyl-2-oxooxazolidin-3-yl)-3-(2-methanesulfonylphenyl)-2H-isoquinolin-1-one). Isolated yield 25.4%. As a reaction SMILES: Br[C:2]1[CH:11]=[C:10]2[C:5]([CH:6]=[C:7]([C:13]3[CH:18]=[CH:17][CH:16]=[CH:15][C:14]=3[S:19]([CH3:22])(=[O:21])=[O:20])[NH:8][C:9]2=[O:12])=[CH:4][CH:3]=1.[OH:23][CH2:24][C@@H:25]1[O:29][C:28](=[O:30])[NH:27][CH2:26]1.C(=O)([O-])[O-].[K+].[K+].CNCCNC.[Cl-].[NH4+]>O1CCOCC1.[Cu](I)I>[OH:23][CH2:24][C@@H:25]1[O:29][C:28](=[O:30])[N:27]([C:2]2[CH:11]=[C:10]3[C:5]([CH:6]=[C:7]([C:13]4[CH:18]=[CH:17][CH:16]=[CH:15][C:14]=4[S:19]([CH3:22])(=[O:21])=[O:20])[NH:8][C:9]3=[O:12])=[CH:4][CH:3]=2)[CH2:26]1 |f:2.3.4,6.7|. Reported procedure: The 7-bromo-3-(2-methylsulfonylphenyl)-2H-isoquinolin-1-one (7 mg, 0.019 mmol) prepared in step A, copper iodide (I) (3.5 mg, 0.019 mmol), (R)-5-hydroxymethyloxazolidin-2-one (2.2 mg, 0.019 mmol), and potassium carbonate (5.3 mg, 0.039 mmol) were suspended in 1,4-dioxane (0.5 ml). Thereafter, N,N′-dimethylethylenediamine (0.01 ml, 0.093 mmol) was added to the suspension. The obtained mixture was stirred under heating to reflux overnight. The reaction solution was cooled to a room temperature. A ... Run in ClCCl (dichloromethane), ClCCl (dichloromethane), ClCCl (dichloromethane). The reagents and catalysts are [Br-].C(CCC)[N+](CCCC)(CCCC)CCCC (tetrabutylammonium bromide). Conditions: temperature 0 celsius. The product is C(C)[C@@H](C(=O)N)N1C(CCC1)=O ((S)-alpha-ethyl-2-oxo-1-pyrrolidineacetamide). Yield: 74.0%. Procedure details: This example illustrates a variant of the process of Example 3, in which the intermediate 4-chlorobutanamide obtained in situ is not isolated. 84 g of anhydrous sodium sulfate are added to a suspension of 69.25 g (0.5 mole) of (S)-2-amino-butanamide hydrochloride in 600 ml of dichloromethane at ambient temperature. The mixture is cooled to 0° C. and 115 g of ground potassium hydroxide are added, followed by 8.1 g (0.025 mole) of tetrabutylammonium bromide dissolved in 100 ml of dichloromethane. ... As a reaction SMILES: S([O-])([O-])(=O)=O.[Na+].[Na+].Cl.[NH2:9][C@@H:10]([CH2:14][CH3:15])[C:11]([NH2:13])=[O:12].[OH-].[K+].Cl[CH2:19][CH2:20][CH2:21][C:22](Cl)=[O:23]>ClCCl.[Br-].C([N+](CCCC)(CCCC)CCCC)CCC>[CH2:14]([C@H:10]([N:9]1[CH2:19][CH2:20][CH2:21][C:22]1=[O:23])[C:11]([NH2:13])=[O:12])[CH3:15] |f:0.1.2,3.4,5.6,9.10|. The reactants are [OH-].[K+] (potassium hydroxide), S(=O)(=O)([O-])[O-].[Na+].[Na+] (sodium sulfate), Cl.N[C@H](C(=O)N)CC ((S)-2-amino-butanamide hydrochloride), [OH-].[K+] (potassium hydroxide), ClCCCC(=O)Cl (4-chlorobutyryl chloride). Reactants: FC1=C(C=CC=C1F)C1(CCN(CC1)CCC)O (4-(2,3-difluorophenyl)-1-propylpiperidin-4-ol), ( 23 ), ( 14 ), ( 20 ). Solvent: FC(C(=O)O)(F)F (trifluoroacetic acid). Product: FC1=C(C=CC=C1F)C=1CCN(CC1)CCC (4-(2,3-difluorophenyl)-1-propyl-1,2,3,6-tetrahydropyridine). Reaction SMILES: [F:1][C:2]1[C:7]([F:8])=[CH:6][CH:5]=[CH:4][C:3]=1[C:9]1(O)[CH2:14][CH2:13][N:12]([CH2:15][CH2:16][CH3:17])[CH2:11][CH2:10]1>FC(F)(F)C(O)=O>[F:1][C:2]1[C:7]([F:8])=[CH:6][CH:5]=[CH:4][C:3]=1[C:9]1[CH2:14][CH2:13][N:12]([CH2:15][CH2:16][CH3:17])[CH2:11][CH:10]=1. Reported procedure: Preparation according to preparation 4: 4-(2,3-difluorophenyl)-1-propylpiperidin-4-ol (6.43 g, 25.2 mmol), trifluoroacetic acid (40 ml). Yield: 3.35 g. MS m/z (rel. intensity, 70 eV) 237 (M+, 26), 209 (14), 208 (bp), 151 (20), 127 (23).